From a dataset of the Open Reaction Database (ORD), a public repository of structured organic reaction records. describe an organic reaction: reactants, conditions, products, and yield Starting materials: C(C1=CC=CC=C1)N1CC(C(CC1)C1=CC=C(C(=O)OC)C=C1)O (methyl (3RS,4RS)-4-(1-benzyl-3-hydroxy-piperidin-4-yl)-benzoate), [BH4-].[Li+] (lithium borohydride), O (water). Run in O1CCCC1 (tetra-hydrofuran). Run at temperature 60 celsius. Product: C(C1=CC=CC=C1)N1CC(C(CC1)C1=CC=C(C=C1)CO)O ((3RS,4RS)-1 -benzyl-4-(4-hydroxymethyl-phenyl)-piperidine-3-ol), N (ammonia). Reaction SMILES: [CH2:1]([N:8]1[CH2:13][CH2:12][CH:11]([C:14]2[CH:23]=[CH:22][C:17]([C:18](OC)=[O:19])=[CH:16][CH:15]=2)[CH:10]([OH:24])[CH2:9]1)[C:2]1[CH:7]=[CH:6][CH:5]=[CH:4][CH:3]=1.[BH4-].[Li+].O>O1CCCC1>[CH2:1]([N:8]1[CH2:13][CH2:12][CH:11]([C:14]2[CH:15]=[CH:16][C:17]([CH2:18][OH:19])=[CH:22][CH:23]=2)[CH:10]([OH:24])[CH2:9]1)[C:2]1[CH:3]=[CH:4][CH:5]=[CH:6][CH:7]=1.[NH3:8] |f:1.2|. Reported procedure: A solution of 5.0 g (15.3 mmol) of methyl (3RS,4RS)-4-(1-benzyl-3-hydroxy-piperidin-4-yl)-benzoate in 50 ml of tetra-hydrofuran was treated at room temperature with 720 mg (32.9 mmol) of lithium borohydride. Subsequently, the reaction mixture was heated to 60° C. for 1 5 hours. For the working-up, the reaction mixture was treated with 20 ml of water while cooling with ice and thereafter extracted twice with 50 ml of ethyl acetate each time. The organic phases were combined, dried over sodium sul...